From a dataset of the Open Reaction Database (ORD), a public repository of structured organic reaction records. describe an organic reaction: reactants, conditions, products, and yield Reactants: C1=CC=CC=2C3=CC=CC=C3C(=CC12)B(O)O (9-phenanthreneboronic acid), C(=O)([O-])[O-].[K+].[K+] (K2CO3), N1=C(C=CC=C1)C1=CC=C(C=C1)B(O)O (4-(2-pyridyl)phenylboronic acid), C(=O)([O-])[O-].[K+].[K+] (K2CO3), resultant mixture, BrC=1C=C(C=C(C1)Br)C1=NC(=NC(=N1)C1=CC=C(C=C1)C)C1=CC=C(C=C1)C (2-(3,5-dibromophenyl)-4,6-di-p-tolyl-1,3,5-triazine), resultant suspension. Reported procedure: In a stream of argon, 0.538 g (2.42 mmol) of 9-phenanthreneboronic acid, 1.20 g (2.42 mmol) of 2-(3,5-dibromophenyl)-4,6-di-p-tolyl-1,3,5-triazine and 28.0 mg (0.0242 mmol) of tetrakis(triphenylphosphine)palladium were suspended in a mixed solvent composed of 90 mL of toluene and 10 mL of ethanol, and the resultant suspension was heated to 50° C. To the suspension, 7.26 mL (7.26 mmol) of an aqueous 1M K2CO3 solution was gradually added dropwise, and the mixture was stirred for 3 hours. The resul... The yield is 42.0%. Reaction conditions: time 3 hour. Reagents/catalysts: C=1C=CC(=CC1)[P](C=2C=CC=CC2)(C=3C=CC=CC3)[Pd]([P](C=4C=CC=CC4)(C=5C=CC=CC5)C=6C=CC=CC6)([P](C=7C=CC=CC7)(C=8C=CC=CC8)C=9C=CC=CC9)[P](C=1C=CC=CC1)(C=1C=CC=CC1)C=1C=CC=CC1 (tetrakis(triphenylphosphine)palladium). RXN SMILES: [CH:1]1[C:14]2[CH:13]=[C:12](B(O)O)[C:11]3[C:6](=[CH:7][CH:8]=[CH:9][CH:10]=3)[C:5]=2[CH:4]=[CH:3][CH:2]=1.Br[C:19]1[CH:20]=[C:21]([C:26]2[N:31]=[C:30]([C:32]3[CH:37]=[CH:36][C:35]([CH3:38])=[CH:34][CH:33]=3)[N:29]=[C:28]([C:39]3[CH:44]=[CH:43][C:42]([CH3:45])=[CH:41][CH:40]=3)[N:27]=2)[CH:22]=[C:23](Br)[CH:24]=1.C([O-])([O-])=O.[K+].[K+].[N:52]1[CH:57]=[CH:56][CH:55]=[CH:54][C:53]=1[C:58]1[CH:63]=[CH:62][C:61](B(O)O)=[CH:60][CH:59]=1>C1C=CC([P]([Pd]([P](C2C=CC=CC=2)(C2C=CC=CC=2)C2C=CC=CC=2)([P](C2C=CC=CC=2)(C2C=CC=CC=2)C2C=CC=CC=2)[P](C2C=CC=CC=2)(C2C=CC=CC=2)C2C=CC=CC=2)(C2C=CC=CC=2)C2C=CC=CC=2)=CC=1.C(O)C.C1(C)C=CC=CC=1>[C:35]1([CH3:38])[CH:34]=[CH:33][C:32]([C:30]2[N:29]=[C:28]([C:39]3[CH:44]=[CH:43][C:42]([CH3:45])=[CH:41][CH:40]=3)[N:27]=[C:26]([C:21]3[CH:20]=[C:19]([C:61]4[CH:60]=[CH:59][C:58]([C:53]5[CH:54]=[CH:55][CH:56]=[CH:57][N:52]=5)=[CH:63][CH:62]=4)[CH:24]=[C:23]([C:13]4[C:14]5[C:5]([C:6]6[CH:7]=[CH:8][CH:9]=[CH:10][C:11]=6[CH:12]=4)=[CH:4][CH:3]=[CH:2][CH:1]=5)[CH:22]=3)[N:31]=2)=[CH:37][CH:36]=1 |f:2.3.4,^1:70,72,91,110|. Yields the product C1(=CC=C(C=C1)C1=NC(=NC(=N1)C1=CC=C(C=C1)C)C=1C=C(C=C(C1)C=1C2=CC=CC=C2C=2C=CC=CC2C1)C1=CC=C(C=C1)C1=NC=CC=C1)C (4,6-di-p-tolyl-2-[5-(9-phenanthryl)-4′-(2-pyridyl)biphenyl-3-yl]-1,3,5-triazine). The solvent is C1(=CC=CC=C1)C (toluene), C(C)O (ethanol). The reactants are BrC1=C(N=CS1)C (5-bromo-4-methylthiazole), C(C)C(CC)C1=CC(=NC=2N1N=C(C2I)C)C (7-(1-ethyl-propyl)-3-iodo-2,5-dimethyl-pyrazolo[1,5-a]pyrimidine), organozinc bromide. Product: C(C)C(CC)C1=CC(=NC=2N1N=C(C2C2=C(N=CS2)C)C)C (7-(1-Ethyl-propyl)-2,5-dimethyl-3-(4-methyl-thiazol-5-yl)-pyrazolo[1,5-a]pyrimidine). As a reaction SMILES: Br[C:2]1[S:6][CH:5]=[N:4][C:3]=1[CH3:7].[CH2:8]([CH:10]([C:13]1[N:18]2[N:19]=[C:20]([CH3:23])[C:21](I)=[C:17]2[N:16]=[C:15]([CH3:24])[CH:14]=1)[CH2:11][CH3:12])[CH3:9]>O1CCCC1.[Zn].Cl[Pd]Cl.C1(P(C2C=CC=CC=2)[C-]2C=CC=C2)C=CC=CC=1.[C-]1(P(C2C=CC=CC=2)C2C=CC=CC=2)C=CC=C1.[Fe+2]>[CH2:8]([CH:10]([C:13]1[N:18]2[N:19]=[C:20]([CH3:23])[C:21]([C:2]3[S:6][CH:5]=[N:4][C:3]=3[CH3:7])=[C:17]2[N:16]=[C:15]([CH3:24])[CH:14]=1)[CH2:11][CH3:12])[CH3:9] |f:4.5.6.7|. Isolated yield 79.1%. Procedure: Add Rieke® zinc (10 g in 100 mL of THF, 13.2 mL, 18.48 mmol) to 5-bromo-4-methylthiazole (2.13 g, 18.48 mmol) and heat at reflux for 2 h. Cool the mixture to room temperature and settle the zinc down by centrifuge. Bubble nitrogen gas through 7-(1-ethyl-propyl)-3-iodo-2,5-dimethyl-pyrazolo[1,5-a]pyrimidine (900 mg, 2.62 mmol) in dry tetrahydrofuran (10 mL) and add the organozinc bromide solution followed by addition of [1,1′-bis(diphenylphosphino)ferrocene]-dichloropalladium(II) (106 mg, 0.13 mm... The reagents and catalysts are [Zn] (zinc), Cl[Pd]Cl.C1(=CC=CC=C1)P([C-]1C=CC=C1)C1=CC=CC=C1.[C-]1(C=CC=C1)P(C1=CC=CC=C1)C1=CC=CC=C1.[Fe+2] ([1,1′-bis(diphenylphosphino)ferrocene]-dichloropalladium(II)), [Zn] (zinc). The solvent is O1CCCC1 (tetrahydrofuran). Starting materials: [Br-] (bromide), IC(C)C (2-iodopropane), BrC(C(=O)[O-])CC (bromobutyrate), BrC1=CC(=C(C=C1)O)Cl (4-Bromo-2-chloro-phenol), BrC1=CC(=C(C=C1)O)F (4-bromo-2-fluorophenol). Product: BrC1=CC(=C(C=C1)OC(C)C)Cl (4-Bromo-2-chloro-1-isopropoxy-benzene). RXN SMILES: [Br-].[Br:2][C:3]1[CH:8]=[CH:7][C:6]([OH:9])=[C:5]([Cl:10])[CH:4]=1.Br[C:12]1[CH:17]=CC(O)=C(F)[CH:13]=1.IC(C)C.BrC(CC)C([O-])=O>>[Br:2][C:3]1[CH:8]=[CH:7][C:6]([O:9][CH:12]([CH3:17])[CH3:13])=[C:5]([Cl:10])[CH:4]=1. Procedure: The intermediate bromide, was prepared analogously to Step 1 in Example A(52), where 4-Bromo-2-chloro-phenol was substituted in place of 4-bromo-2-fluorophenol and 2-iodopropane instead of methyl □-bromobutyrate of that example. The reactants are Oc1cccc(Br)c1, CCCBr. The product is CCCOc1cccc(Br)c1. RXN SMILES: [Br:1][c:2]1[cH:3][c:4]([OH:8])[cH:5][cH:6][cH:7]1.[Br:9][CH2:10][CH2:11][CH3:12]>>[Br:1][c:2]1[cH:3][c:4]([O:8][CH2:10][CH2:11][CH3:12])[cH:5][cH:6][cH:7]1. Reactants: C(C1=CC=CC=C1)OC[C@H](CO)CCN1C2=NC(=NC(=C2N=C1)Cl)N ((S)-2-benzyloxymethyl-4-(2-amino-6-chloropurin-9-yl)-butan-1-ol), Cl (hydrochloric acid), [OH-].[Na+] (sodium hydroxide). The solvent is O1CCCC1 (tetrahydrofuran). Conditions: temperature 60 celsius. The product is C(C1=CC=CC=C1)OC[C@H](CO)CCN1C=2N=C(NC(C2N=C1)=O)N ((S)-2-benzyloxymethyl-4-(9-guaninyl)-butan-1-ol). As a reaction SMILES: [CH2:1]([O:8][CH2:9][C@@H:10]([CH2:13][CH2:14][N:15]1[CH:23]=[N:22][C:21]2[C:16]1=[N:17][C:18]([NH2:25])=[N:19][C:20]=2Cl)[CH2:11][OH:12])[C:2]1[CH:7]=[CH:6][CH:5]=[CH:4][CH:3]=1.Cl.[OH-:27].[Na+]>O1CCCC1>[CH2:1]([O:8][CH2:9][C@@H:10]([CH2:13][CH2:14][N:15]1[CH:23]=[N:22][C:21]2[C:20](=[O:27])[NH:19][C:18]([NH2:25])=[N:17][C:16]1=2)[CH2:11][OH:12])[C:2]1[CH:7]=[CH:6][CH:5]=[CH:4][CH:3]=1 |f:2.3|. Procedure: To a stirred solution of the chloropurine (13a) (325 mg, 0.9 mmol) in tetrahydrofuran (15 ml) was added hydrochloric acid (2M, 15 ml) and stirred at 60° C. under argon, for 26H. The reaction mixture was cooled in a water bath and sodium hydroxide solution (10M) added until pH9. The aqueous phase was extracted with methanol:ethyl acetate. (7:93, 4×35 ml). The organic phase was dried over sodium sulphate, filtered and evaporated in vacuo to give an oil (150 mg). On standing a white solid crystalli... Product: [V+5].N1=CC=CC2=CC=C3C=CC=NC3=C12.[K+] (Potassium (1,10-phenanthroline) vanadium (V)). Solvent: O (water), C(C)O (ethanol). Reported procedure: For potassium (2,2'-bipyridine) oxodiperoxovanadium (V), vanadium pentoxide (0.91 g) and potassium hydroxide (0.65 g) are dissolved in water (10 ml), cooled, and, if necessary, the dissolution is completed with a small amount of hydrogen peroxide. To the clear, cooled solution, hydrogen peroxide (10 ml) and 2,2'-bipyridine (1.6 g) dissolved in ethanol (7-8 ml) are added. Pure crystals are obtained as described for the analogous oxalato-derivative of potassium. Potassium (1,10-phenanthroline) van... RXN SMILES: [N:1]1[CH:6]=[CH:5][CH:4]=[CH:3][C:2]=1[C:7]1[CH:12]=[CH:11][CH:10]=[CH:9][N:8]=1.[K].[O-2].[O-2].[O-2].[O-2].[O-2].[V+5:19].[V+5].[OH-].[K+:22].OO.N1C=CC=[CH:27][C:26]=1C1C=CC=CN=1.[K]>O.C(O)C>[V+5:19].[N:1]1[C:2]2[C:3](=[CH:26][CH:27]=[C:12]3[C:7]=2[N:8]=[CH:9][CH:10]=[CH:11]3)[CH:4]=[CH:5][CH:6]=1.[K+:22] |f:0.1,2.3.4.5.6.7.8,9.10,16.17.18,^1:12,36|. Starting materials: N1=C(C=CC=C1)C1=NC=CC=C1.[K] (potassium (2,2'-bipyridine)), ( V ), [O-2].[O-2].[O-2].[O-2].[O-2].[V+5].[V+5] (vanadium pentoxide), [OH-].[K+] (potassium hydroxide), [K] (potassium), OO (hydrogen peroxide), OO (hydrogen peroxide), N1=C(C=CC=C1)C1=NC=CC=C1 (2,2'-bipyridine). Starting materials: resultant mixture, NC=1C=C2C=CC=NC2=C(N1)Br (6-amino-8-bromo-1,7-naphthyridine), C(C)(=O)OC(C)=O (acetic anhydride). Solvent: N1=CC=CC=C1 (pyridine), ice water. The product is C(C)(=O)NC=1C=C2C=CC=NC2=C(N1)Br (6-acetamido-8-bromo-1,7-naphthyridine), crystals. Isolated yield 93.4%. As a reaction SMILES: [NH2:1][C:2]1[CH:3]=[C:4]2[C:9](=[C:10]([Br:12])[N:11]=1)[N:8]=[CH:7][CH:6]=[CH:5]2.[C:13](OC(=O)C)(=[O:15])[CH3:14]>N1C=CC=CC=1>[C:13]([NH:1][C:2]1[CH:3]=[C:4]2[C:9](=[C:10]([Br:12])[N:11]=1)[N:8]=[CH:7][CH:6]=[CH:5]2)(=[O:15])[CH3:14]. Reported procedure: Suspended in 32 ml of pyridine was 4.84 g of 6-amino-8-bromo-1,7-naphthyridine, followed by an addition of 66 ml of acetic anhydride. The resultant mixture was stirred at room temperature for 4 hours. After the reaction, the reaction mixture was poured in 500 ml of ice water and crystals, which precipitated out, were collected by filtration and then washed thoroughly with water. They were recrystallized from methanol to obtain 5.37 g of 6-acetamido-8-bromo-1,7-naphthyridine as colorless needle-l...